Dataset: the Open Reaction Database (ORD), a public repository of structured organic reaction records. Task: describe an organic reaction: reactants, conditions, products, and yield The reactants are C(C1=CC=CC=C1)OC(=O)[C@@H]1CC[C@@H](CC1)NC(=O)C=1C(=NC=C(C1)F)OC1=CC(=CC=C1)SC (cis-4-{[5-Fluoro-2-(3-methylsulfanyl-phenoxy)-pyridine-3-carbonyl]-amino}-cyclohexanecarboxylic acid benzyl ester). Reagents/catalysts: [Pd] (palladium black). Run in C(=O)O (formic acid), CO (methanol), C(=O)O (formic acid), CO (methanol). Run at time 2 hour. Product: FC=1C=C(C(=NC1)OC1=CC(=CC=C1)SC)C(=O)N[C@H]1CC[C@H](CC1)C(=O)O (cis-4-{[5-Fluoro-2-(3-methylsulfanyl-phenoxy)-pyridine-3-carbonyl]-amino}-cyclohexanecarboxylic acid). Yield: 48.3%. As a reaction SMILES: C([O:8][C:9]([C@H:11]1[CH2:16][CH2:15][C@@H:14]([NH:17][C:18]([C:20]2[C:21]([O:27][C:28]3[CH:33]=[CH:32][CH:31]=[C:30]([S:34][CH3:35])[CH:29]=3)=[N:22][CH:23]=[C:24]([F:26])[CH:25]=2)=[O:19])[CH2:13][CH2:12]1)=[O:10])C1C=CC=CC=1>C(O)=O.CO.[Pd]>[F:26][C:24]1[CH:25]=[C:20]([C:18]([NH:17][C@@H:14]2[CH2:15][CH2:16][C@H:11]([C:9]([OH:10])=[O:8])[CH2:12][CH2:13]2)=[O:19])[C:21]([O:27][C:28]2[CH:33]=[CH:32][CH:31]=[C:30]([S:34][CH3:35])[CH:29]=2)=[N:22][CH:23]=1. Procedure: cis-4-{[5-Fluoro-2-(3-methylsulfanyl-phenoxy)-pyridine-3-carbonyl]-amino}-cyclohexanecarboxylic acid benzyl ester (1.75 g, 3.54 mmol) was dissolved in a solution of 4.4% formic acid in methanol (40 ml) and this was added dropwise to a suspension of palladium black (2 g) in 4.4% formic acid in methanol (120 ml) at room temperature under nitrogen. The mixture was stirred for 2 h, then filtered through arbocel washing with methanol (5×50 ml). The filtrates were concentrated under reduced pressure a... Starting materials: Cl (Hydrogen chloride), BrCCCCCC(=O)O (6-bromocaproic acid), CO (methanol). Reaction conditions: time 3 hour. Yields the product CC(C(=O)O)CCCCBr.BrCCCCCC(=O)OC (methyl 6-bromocaproate (methyl 6-bromohexanoate)). The yield is 90.0%. RXN SMILES: Cl.[Br:2][CH2:3][CH2:4][CH2:5][CH2:6][CH2:7][C:8]([OH:10])=[O:9].[CH3:11]O>>[CH3:11][CH:7]([CH2:6][CH2:5][CH2:4][CH2:3][Br:2])[C:8]([OH:10])=[O:9].[Br:2][CH2:3][CH2:4][CH2:5][CH2:6][CH2:7][C:8]([O:10][CH3:11])=[O:9] |f:3.4|. Procedure details: Hydrogen chloride (gas) was added to a solution of 5.01 g (25.7 mmol) of 6-bromocaproic acid in 250 ml of methanol via vigorous bubbling for 2-3 minutes. The mixture was stirred at 15°-25° C. for 3 hours and then concentrated to afford 4.84 g of the product as a yellow oil (90%): Starting materials: CC1=C(C(=O)O)C=CC(=C1)C (2,4-dimethylbenzoic acid), S(O)(O)(=O)=O (sulfuric acid), C(C)O (ethanol), [OH-].[Ca+2].[OH-] (calcium hydroxide). Product: CC1=C(C(=O)OCC)C=CC(=C1)C (Ethyl 2,4-Dimethylbenzoate). Isolated yield 95.0%. RXN SMILES: [CH3:1][C:2]1[CH:10]=[C:9]([CH3:11])[CH:8]=[CH:7][C:3]=1[C:4]([OH:6])=[O:5].S(=O)(=O)(O)O.[OH-].[Ca+2].[OH-].[CH2:20](O)[CH3:21]>>[CH3:1][C:2]1[CH:10]=[C:9]([CH3:11])[CH:8]=[CH:7][C:3]=1[C:4]([O:6][CH2:20][CH3:21])=[O:5] |f:2.3.4|. Procedure: To a solution of commercially available 2,4-dimethylbenzoic acid (67.8 g, 451 mmol) in 1000 mL of ethanol was added 10 mL of sulfuric acid. The mixture was refluxed over night, cooled down and was neutralized by adding calcium hydroxide in small portions (˜30 g). The suspension was filtered over celite and concentrated in vacuo. The crude product was purified by vacuum distillation yielding 76.4 g (95%) of 1 as a colorless oil: 1H-NMR (400 MHz, CDCl3): δ 1.38 (t, J=7.3 Hz, 3H), 2.34 (s, 3H), 2.5... Starting materials: C(O)([O-])=O.[Na+] (sodium hydrogencarbonate), [C@H]12C(C=C[C@H](O1)CO2)=O (1,6-anhydro-3,4-dideoxy-β-D-glycero-hex-3-enopyranos-2-ulose), C(CC)(=O)OC(CC)=O (propionic anhydride), ice, S(O)(O)(=O)=O (sulfuric acid). Reaction conditions: temperature -20 celsius, time 30 minute. Yields the product C(CC)(=O)O[C@@H]1C(C=C[C@H](O1)COC(CC)=O)=O (1,6-di-O-propionyl-3,4-dideoxy-α-D-glycero-hex-3-enopyranos-2-ulose). As a reaction SMILES: [C@@H:1]12[O:8][CH2:7][C@@H:5]([O:6]1)[CH:4]=[CH:3][C:2]2=O.S(=O)(=O)(O)O.C(=O)([O-])[OH:16].[Na+].[C:20]([O:24][C:25](=[O:28])[CH2:26][CH3:27])(=[O:23])[CH2:21][CH3:22]>>[C:20]([O:24][C@H:25]1[O:28][C@H:5]([CH2:7][O:8][C:1](=[O:6])[CH2:2][CH3:3])[CH:4]=[CH:27][C:26]1=[O:16])(=[O:23])[CH2:21][CH3:22] |f:2.3|. Reported procedure: 100 mg of 1,6-anhydro-3,4-dideoxy-β-D-glycero-hex-3-enopyranos-2-ulose was dissolved in 3 ml of propionic anhydride, and the solution was cooled to -20° C. Then, 0.06 ml of concentrated sulfuric acid was added thereto, and the mixture was stirred for 30 minutes. Then, the reaction mixture was added to 100 ml of an ice-cooled saturated sodium hydrogencarbonate aqueous solution. The mixture was stirred for 30 minutes and then extracted with 100 ml of ethyl acetate. The extract was washed three tim...